This data is from the Open Reaction Database (ORD), a public repository of structured organic reaction records. The task is: describe an organic reaction: reactants, conditions, products, and yield The reactants are S1C(=NC2=C1C=1C=CC=NC1CC2)N (4,5-dihydrothiazolo[5,4-f]quinolin-2-amine), ICCC (1-iodopropane), Cl (hydrochloric acid), [BH4-].[Na+] (sodium borohydride). Run in C(C)O (ethanol). Conditions: time 1 hour. Yields the product C(CC)N1CCC=C2C3=C(CCC12)N=C(S3)N ((±)-4,5,5a,6,7,8-hexahydro-6-propylthiazolo-[5,4-f]quinolin-2-amine). Reaction SMILES: [S:1]1[C:5]2[C:6]3[CH:7]=[CH:8][CH:9]=[N:10][C:11]=3[CH2:12][CH2:13][C:4]=2[N:3]=[C:2]1[NH2:14].I[CH2:16][CH2:17][CH3:18].[BH4-].[Na+].Cl>C(O)C>[CH2:16]([N:10]1[CH:11]2[C:6]([C:5]3[S:1][C:2]([NH2:14])=[N:3][C:4]=3[CH2:13][CH2:12]2)=[CH:7][CH2:8][CH2:9]1)[CH2:17][CH3:18] |f:2.3|. Procedure: The free base of 4,5-dihydrothiazolo[5,4-f]quinolin-2-amine, 5.0 g (20 mmol), is refluxed in 250 ml ethanol with 6.8 g (40 mmol) of 1-iodopropane for 20 hours. The solvent is removed in-vacuo and the 2-amino-4,5-dihydrothiazolo[5,4-f]quinolinium iodide which remains is dissolved in 200 ml methanol and treated with 1.7 g (50 mmol) of sodium borohydride in small portions, at 0° C. After 1 hour, 50 ml of 10% hydrochloric acid is added dropwise and the volatile components are removed in-vacuo. The r... Reactants: C1(=CC=CC=C1)[Mg]Br (Phenylmagnesium bromide), C(=O)C1=CC=C(C(=O)N(CC)CC)C=C1 (4-formyl-N,N-diethylbenzamide). Solvent: O1CCCC1 (tetrahydrofuran). Conditions: temperature -78 celsius, time 45 minute. Yields the product C(C)N(C(=O)C1=CC=C(C(C2=CC=CC=C2)O)C=C1)CC (4-(N,N-diethylcarbamoyl)benzhydryl alcohol). RXN SMILES: [C:1]1([Mg]Br)[CH:6]=[CH:5][CH:4]=[CH:3][CH:2]=1.[CH:9]([C:11]1[CH:23]=[CH:22][C:14]([C:15]([N:17]([CH2:20][CH3:21])[CH2:18][CH3:19])=[O:16])=[CH:13][CH:12]=1)=[O:10]>O1CCCC1>[CH2:20]([N:17]([CH2:18][CH3:19])[C:15]([C:14]1[CH:22]=[CH:23][C:11]([CH:9]([OH:10])[C:1]2[CH:6]=[CH:5][CH:4]=[CH:3][CH:2]=2)=[CH:12][CH:13]=1)=[O:16])[CH3:21]. Procedure: Phenylmagnesium bromide (1.0 M solution in tetrahydrofuran, 235 mL, 235 mmol) was slowly added to a flask containing a cold (−78° C.) solution of 4-formyl-N,N-diethylbenzamide (48.18 g, 235 mmol) in 500 mL of dry tetrahydrofuran under nitrogen. The transfer rate was monitored to maintain reaction temperature below −70° C. The reaction was stirred for another 45 minutes at −78° C. and then quenched with 45 mL of saturated aqueous ammonium chloride. After warming to room temperature, the mixture w... Reaction conditions: time 1 hour. Solvent: C1CCOC1 (THF), C1CCOC1 (THF). Reported procedure: The 1-[4-(tert-butyldimethylsilanyloxy)butyl]-1H-imidazo[4,5-c]quinoline (46.0 g, 129 mmol) from the previous step and tetrabutylammonium fluoride (142 mL of a 1 M solution in THF) were dissolved in THF (400 mL) and stirred for 1 hour, then concentrated under reduced pressure to provide 4-(1H-imidazo[4,5-c]quinolin-1-yl)butan-1-ol (20.0 g) as a light brown solid after chromatography on silica gel (elution with 10% methanol in dichloromethane). The product is N1(C=NC=2C=NC=3C=CC=CC3C21)CCCCO (4-(1H-imidazo[4,5-c]quinolin-1-yl)butan-1-ol). Starting materials: [Si](C)(C)(C(C)(C)C)OCCCCN1C=NC=2C=NC=3C=CC=CC3C21 (1-[4-(tert-butyldimethylsilanyloxy)butyl]-1H-imidazo[4,5-c]quinoline), [F-].C(CCC)[N+](CCCC)(CCCC)CCCC (tetrabutylammonium fluoride), solution. Yield: 64.3%. Reaction SMILES: [Si]([O:8][CH2:9][CH2:10][CH2:11][CH2:12][N:13]1[C:25]2[C:24]3[CH:23]=[CH:22][CH:21]=[CH:20][C:19]=3[N:18]=[CH:17][C:16]=2[N:15]=[CH:14]1)(C(C)(C)C)(C)C.[F-].C([N+](CCCC)(CCCC)CCCC)CCC>C1COCC1>[N:13]1([CH2:12][CH2:11][CH2:10][CH2:9][OH:8])[C:25]2[C:24]3[CH:23]=[CH:22][CH:21]=[CH:20][C:19]=3[N:18]=[CH:17][C:16]=2[N:15]=[CH:14]1 |f:1.2|. Starting materials: N1=CC=CC=C1 (pyridine), C(=O)(OC(C)(C)C)N1[C@@H](C(=O)O)CCC1 ((R)-N-BOC-proline), 24d, N1=C(F)N=C(F)N=C1F (cyanuric fluoride). Run in C(Cl)Cl (CH2Cl2). Conditions: temperature -15 celsius, time 15 minute. The product is C(C)(C)(C)OC(=O)N1[C@H](CCC1)C(=O)F ((R)-2-Fluorocarbonyl-pyrrolidine-1-carboxylic Acid tert-butyl Ester). Reaction SMILES: [C:1]([N:8]1[CH2:15][CH2:14][CH2:13][C@@H:9]1[C:10](O)=[O:11])([O:3][C:4]([CH3:7])([CH3:6])[CH3:5])=[O:2].N1C(F)=NC(F)=NC=1[F:18].N1C=CC=CC=1>C(Cl)Cl>[C:4]([O:3][C:1]([N:8]1[CH2:15][CH2:14][CH2:13][C@@H:9]1[C:10]([F:18])=[O:11])=[O:2])([CH3:7])([CH3:6])[CH3:5]. Reported procedure: To an oven-dried, septaed 10 mL round-bottom flask, cooled under an argon atmosphere, and charged with (R)-N-BOC-proline, 24d, (215.3 mg, 1.00 mmol) was added 2.5 mL freshly distilled CH2Cl2 under argon. The reaction was cooled to −15° C. and to the flask was added cyanuric fluoride (450 μL, 5 mmol). The reaction was stirred at −15° C. for 15 minutes then anhydrous pyridine (81 μL, 1.0 mmol) was added. Stirring was maintained at −15° C. for 90 minutes. Without warming, the crude reaction was pou... The reactants are C(C)(C)(C)OC(=O)N1[C@@H](CC(C1)=NOC)C(=O)O ((2S,4EZ)-1-(tert-butoxycarbonyl)-4-(methoxyimino)-2-pyrrolidinecarboxylic acid), CC1=C(C=CC=C1)C1=CC=C(C=C1)C(=O)O (2′-methyl[1,1′-biphenyl-]4-carboxylic acid), N[C@@H](CO)C1=CC=CC=C1 ((2R)-2-amino-2-phenylethanol). Yields the product OC[C@@H](C1=CC=CC=C1)NC(=O)[C@H]1N(CC(C1)=NOC)C(=O)C1=CC=C(C=C1)C1=C(C=CC=C1)C ((2S,4EZ)-N-[(1R)-2-hydroxy-1-phenylethyl]-4-(methoxyimino)-1-[(2′-methyl[1,1′-biphenyl]-4-yl)carbonyl]-2-pyrrolidinecarboxamide). Reaction SMILES: C(O[C:6]([N:8]1[CH2:12][C:11](=[N:13][O:14][CH3:15])[CH2:10][C@H:9]1[C:16]([OH:18])=O)=[O:7])(C)(C)C.[CH3:19][C:20]1[CH:25]=[CH:24][CH:23]=[CH:22][C:21]=1[C:26]1[CH:31]=[CH:30][C:29](C(O)=O)=[CH:28][CH:27]=1.[NH2:35][C@H:36]([C:39]1[CH:44]=[CH:43][CH:42]=[CH:41][CH:40]=1)[CH2:37][OH:38]>>[OH:38][CH2:37][C@H:36]([NH:35][C:16]([C@@H:9]1[CH2:10][C:11](=[N:13][O:14][CH3:15])[CH2:12][N:8]1[C:6]([C:29]1[CH:28]=[CH:27][C:26]([C:21]2[CH:22]=[CH:23][CH:24]=[CH:25][C:20]=2[CH3:19])=[CH:31][CH:30]=1)=[O:7])=[O:18])[C:39]1[CH:44]=[CH:43][CH:42]=[CH:41][CH:40]=1. Reported procedure: Following the general method as outlined in Example 22, starting from (2S,4EZ)-1-(tert-butoxycarbonyl)-4-(methoxyimino)-2-pyrrolidinecarboxylic acid, 2′-methyl[1,1′-biphenyl-]4-carboxylic acid, and (2R)-2-amino-2-phenylethanol, the title compound was obtained in 91% purity by HPLC. MS(ESI+): m/z=472. Yields the product OC(=O)CCCC[C@@H]1SC[C@@H]2NC(=O)N[C@H]12 (biotin). RXN SMILES: C1C(=O)N(OC(CCCCCN[C:17]([CH2:19][CH2:20][CH2:21][CH2:22][C@@H:23]2[S:27][CH2:26][C@@H:25]3[NH:28][C:29]([NH:31][C@H:24]23)=[O:30])=[O:18])=O)C(=O)C1.C(=O)([O-])[O-:33]>>[OH:33][C:17]([CH2:19][CH2:20][CH2:21][CH2:22][C@H:23]1[C@@H:24]2[C@@H:25]([NH:28][C:29]([NH:31]2)=[O:30])[CH2:26][S:27]1)=[O:18]. Reported procedure: Anti-rabbit IgG monoclonal antibodies (2B9 5 μg/mL) dissolved in 0.1 M carbonate buffer (pH 8.5) and NHS-LC-BIOTIN (PIERCE, 25 μg/mL) were mixed and stirred at room temperature for four hours using a stirrer. IgG and NHS-LC-BIOTIN were mixed at a mole ratio of 1:60. After stirring, this solution was dialyzed against physiological phosphate buffered saline (PBS) to obtain biotin-labeled antibodies. Starting materials: C1CC(=O)N(C1=O)OC(=O)CCCCCNC(=O)CCCC[C@H]2[C@@H]3[C@H](CS2)NC(=O)N3 (NHS-LC-BIOTIN), C1CC(=O)N(C1=O)OC(=O)CCCCCNC(=O)CCCC[C@H]2[C@@H]3[C@H](CS2)NC(=O)N3 (NHS-LC-BIOTIN), C([O-])([O-])=O (carbonate). Run at time 4 hour. Starting materials: COC(=O)CBr, C1CCOC1, CCC(=O)c1ccc(SC)cc1, Cc1ccccc1, Cl. Product: COC(=O)CC(C)C(=O)c1ccc(SC)cc1. Reaction SMILES: [Br:13][CH2:14][C:15](=[O:16])[O:17][CH3:18].[CH2:27]1[O:28][CH2:29][CH2:30][CH2:31]1.[CH3:1][S:2][c:3]1[cH:4][cH:5][c:6]([C:9]([CH2:10][CH3:11])=[O:12])[cH:7][cH:8]1.[CH3:20][c:21]1[cH:22][cH:23][cH:24][cH:25][cH:26]1.[ClH:19]>>[CH3:1][S:2][c:3]1[cH:4][cH:5][c:6]([C:9]([CH:10]([CH3:11])[CH2:14][C:15](=[O:16])[O:17][CH3:18])=[O:12])[cH:7][cH:8]1. The reactants are C1CCOC1, C[Si](C)(C)[N-][Si](C)(C)C, COC(=O)C(CC1CCCC1)OS(=O)(=O)C(F)(F)F, FC(F)(F)c1c[nH]cn1, [Li+]. Product: COC(=O)C(CC1CCCC1)n1cnc(C(F)(F)F)c1. RXN SMILES: [CH2:39]1[O:40][CH2:41][CH2:42][CH2:43]1.[CH3:10][Si:11]([CH3:12])([CH3:13])[N-:14][Si:15]([CH3:16])([CH3:17])[CH3:18].[CH:20]1([CH2:25][CH:26]([C:27](=[O:28])[O:29][CH3:30])[O:31][S:32]([C:33]([F:34])([F:35])[F:36])(=[O:37])=[O:38])[CH2:21][CH2:22][CH2:23][CH2:24]1.[F:1][C:2]([c:3]1[n:4][cH:5][nH:6][cH:7]1)([F:8])[F:9].[Li+:19]>>[F:1][C:2]([c:3]1[n:4][cH:5][n:6]([CH:26]([CH2:25][CH:20]2[CH2:21][CH2:22][CH2:23][CH2:24]2)[C:27](=[O:28])[O:29][CH3:30])[cH:7]1)([F:8])[F:9]. The product is C(C)OC(=O)C=C(C(F)(F)F)NC(NC=1C=CC2=C(N(C(CO2)=O)CC#C)C1)=O (6-{3-[2-(ethoxycarbonyl)-1-trifluoromethyl-vinyl]ureido}-3,4-dihydro-3-oxo-4-(2-propynyl)-2H-1,4-benzoxazine). Reported procedure: Analogously to the procedure described in Example 1, starting from ethyl 3-amino-4,4,4-trifluorocrotonate and 3,4-dihydro-6-isocyanato-3-oxo-4-(2-propynyl)-2H-1,4-benzoxazine there is obtained 6-{3-[2-(ethoxycarbonyl)-1-trifluoromethyl-vinyl]ureido}-3,4-dihydro-3-oxo-4-(2-propynyl)-2H-1,4-benzoxazine (not isolated) and, after cyclization of this benzoxazine, there is obtained 3-[3,4-dihydro-3-oxo-4-(2-propynyl)-2H-1,4-benzoxazin-6-yl]-6-trifluoromethyl-2,4-(1H,3H)-pyrimidinedione, m.p. >250° C. Reactants: N\C(=C/C(=O)OCC)\C(F)(F)F (ethyl 3-amino-4,4,4-trifluorocrotonate), N(=C=O)C=1C=CC2=C(N(C(CO2)=O)CC#C)C1 (3,4-dihydro-6-isocyanato-3-oxo-4-(2-propynyl)-2H-1,4-benzoxazine). As a reaction SMILES: [NH2:1]/[C:2](/[C:9]([F:12])([F:11])[F:10])=[CH:3]\[C:4]([O:6][CH2:7][CH3:8])=[O:5].[N:13]([C:16]1[CH:17]=[CH:18][C:19]2[O:24][CH2:23][C:22](=[O:25])[N:21]([CH2:26][C:27]#[CH:28])[C:20]=2[CH:29]=1)=[C:14]=[O:15]>>[CH2:7]([O:6][C:4]([CH:3]=[C:2]([NH:1][C:14](=[O:15])[NH:13][C:16]1[CH:17]=[CH:18][C:19]2[O:24][CH2:23][C:22](=[O:25])[N:21]([CH2:26][C:27]#[CH:28])[C:20]=2[CH:29]=1)[C:9]([F:10])([F:11])[F:12])=[O:5])[CH3:8]. Starting materials: CC(C)(C)[Si](C)(C)OC1Cc2ccccc2C1NS(C)(=O)=O, O=C([O-])[O-], CI, ClCCl, [Cs+], [Cs+], [Na+], CN(C)C=O, [OH-]. The product is CN(C1c2ccccc2CC1O[Si](C)(C)C(C)(C)C)S(C)(=O)=O. RXN SMILES: [C:1]([CH3:2])([CH3:3])([CH3:4])[Si:5]([O:6][CH:7]1[CH:8]([NH:16][S:17](=[O:18])(=[O:19])[CH3:20])[c:9]2[cH:10][cH:11][cH:12][cH:13][c:14]2[CH2:15]1)([CH3:21])[CH3:22].[C:23](=[O:24])([O-:25])[O-:26].[CH3:29][I:30].[Cl:38][CH2:39][Cl:40].[Cs+:27].[Cs+:28].[Na+:32].[O:33]=[CH:34][N:35]([CH3:36])[CH3:37].[OH-:31]>>[C:1]([CH3:2])([CH3:3])([CH3:4])[Si:5]([O:6][CH:7]1[CH:8]([N:16]([S:17](=[O:18])(=[O:19])[CH3:20])[CH3:23])[c:9]2[cH:10][cH:11][cH:12][cH:13][c:14]2[CH2:15]1)([CH3:21])[CH3:22].